describe an organic reaction: reactants, conditions, products, and yield From a dataset of the Open Reaction Database (ORD), a public repository of structured organic reaction records. The reactants are CCC(CC)(c1ccc(C#CC2(O)CCSCC2)c(C)c1)c1ccc(-c2ccc(CC(=O)OC)cc2)c(C)c1, CO, [Na+], [Na+], C1CCOC1, [OH-], O=P([O-])(O)O. Product: CCC(CC)(c1ccc(C#CC2(O)CCSCC2)c(C)c1)c1ccc(-c2ccc(CC(=O)O)cc2)c(C)c1. Reaction SMILES: [CH3:3][O:4][C:5]([CH2:6][c:7]1[cH:8][cH:9][c:10](-[c:13]2[c:14]([CH3:40])[cH:15][c:16]([C:19]([CH2:20][CH3:21])([c:22]3[cH:23][c:24]([CH3:37])[c:25]([C:28]#[C:29][C:30]4([OH:36])[CH2:31][CH2:32][S:33][CH2:34][CH2:35]4)[cH:26][cH:27]3)[CH2:38][CH3:39])[cH:17][cH:18]2)[cH:11][cH:12]1)=[O:41].[CH3:53][OH:54].[Na+:2].[Na+:42].[O:48]1[CH2:49][CH2:50][CH2:51][CH2:52]1.[OH-:1].[OH:43][P:44](=[O:45])([O-:46])[OH:47]>>[O:4]=[C:5]([CH2:6][c:7]1[cH:8][cH:9][c:10](-[c:13]2[c:14]([CH3:40])[cH:15][c:16]([C:19]([CH2:20][CH3:21])([c:22]3[cH:23][c:24]([CH3:37])[c:25]([C:28]#[C:29][C:30]4([OH:36])[CH2:31][CH2:32][S:33][CH2:34][CH2:35]4)[cH:26][cH:27]3)[CH2:38][CH3:39])[cH:17][cH:18]2)[cH:11][cH:12]1)[OH:41]. The reactants are O=S(=O)(Cl)c1ccc(Cl)cc1, ClCCl, COC(=O)Cc1ccc(Oc2cc3c(cc2N)C(=O)NC3=O)c(Cl)c1, Cc1cccc(C)n1. Product: COC(=O)Cc1ccc(Oc2cc3c(cc2NS(=O)(=O)c2ccc(Cl)cc2)C(=O)NC3=O)c(Cl)c1. Reaction SMILES: [Cl:26][c:27]1[cH:28][cH:29][c:30]([S:33](=[O:34])(=[O:35])[Cl:36])[cH:31][cH:32]1.[Cl:45][CH2:46][Cl:47].[NH2:1][c:2]1[c:3]([O:13][c:14]2[c:15]([Cl:25])[cH:16][c:17]([CH2:20][C:21](=[O:22])[O:23][CH3:24])[cH:18][cH:19]2)[cH:4][c:5]2[c:9]([cH:10]1)[C:8](=[O:11])[NH:7][C:6]2=[O:12].[n:37]1[c:38]([CH3:39])[cH:40][cH:41][cH:42][c:43]1[CH3:44]>>[NH:1]([c:2]1[c:3]([O:13][c:14]2[c:15]([Cl:25])[cH:16][c:17]([CH2:20][C:21](=[O:22])[O:23][CH3:24])[cH:18][cH:19]2)[cH:4][c:5]2[c:9]([cH:10]1)[C:8](=[O:11])[NH:7][C:6]2=[O:12])[S:33]([c:30]1[cH:29][cH:28][c:27]([Cl:26])[cH:32][cH:31]1)(=[O:34])=[O:35]. Starting materials: C([O-])([O-])=O.[Na+].[Na+] (sodium carbonate), C(Br)C1CO1 (epibromohydrin), C1(=CC=CC=C1)C(N1CCNCC1)C1=CC=CC=C1 (1-(diphenylmethyl)piperazine). The solvent is C(C)#N (acetonitrile). Product: C1(=CC=CC=C1)C(N1CCN(CC1)CC1CO1)C1=CC=CC=C1 (1-(diphenylmethyl)-4-(1-(2,3-epoxy) propyl)piperazine). The yield is 48.3%. RXN SMILES: [C:1]1([CH:7]([C:14]2[CH:19]=[CH:18][CH:17]=[CH:16][CH:15]=2)[N:8]2[CH2:13][CH2:12][NH:11][CH2:10][CH2:9]2)[CH:6]=[CH:5][CH:4]=[CH:3][CH:2]=1.C(=O)([O-])[O-].[Na+].[Na+].[CH2:26]([CH:28]1[O:30][CH2:29]1)Br>C(#N)C>[C:14]1([CH:7]([C:1]2[CH:2]=[CH:3][CH:4]=[CH:5][CH:6]=2)[N:8]2[CH2:9][CH2:10][N:11]([CH2:26][CH:28]3[O:30][CH2:29]3)[CH2:12][CH2:13]2)[CH:19]=[CH:18][CH:17]=[CH:16][CH:15]=1 |f:1.2.3|. Procedure details: 1-(diphenylmethyl)piperazine (10.0 g) was dissolved in acetonitrile (50 ml) and sodium carbonate (6.5 g) and epibromohydrin (6.8 g) were added thereto and heated at reflux for 2.5 hours. After the resultant salt was filtered, the filtrate was concentrated under reduced pressure. The residue was purified by silica gel column chromatography (Waco Gel C-200, 200 g) and eluted with a mixed solvent of chloroform (99 parts)+methanol (1 part) to give 1-(diphenylmethyl)-4-(1-(2,3-epoxy) propyl)piperazin... Starting materials: ClS(=O)(=O)O (chlorosulfonic acid), [Sb](Cl)(Cl)(Cl)(Cl)Cl (antimony pentachloride), ClC(C(=O)O)Cl (dichloroacetic acid), ice water, C1(=CC=CC=C1)S(=O)(=O)Cl (benzene-sulfonyl chloride). Solvent: C1=CC=CC=C1 (benzene). Conditions: time 5 hour. Product: C1(=CC=CC=C1)S(=O)(=O)C1=CC=CC=C1 (diphenylsulfone). RXN SMILES: ClS(O)(=O)=O.[Sb](Cl)(Cl)(Cl)(Cl)Cl.Cl[CH:13](Cl)[C:14](O)=O.[C:18]1([S:24](Cl)(=[O:26])=[O:25])[CH:23]=[CH:22][CH:21]=[CH:20][CH:19]=1>C1C=CC=CC=1>[C:18]1([S:24]([C:14]2[CH:13]=[CH:20][CH:19]=[CH:18][CH:23]=2)(=[O:26])=[O:25])[CH:23]=[CH:22][CH:21]=[CH:20][CH:19]=1. Procedure details: Into a mixture of 6.6 ml of chlorosulfonic acid, 12.6 ml of antimony pentachloride and 10 ml of dichloroacetic acid, was added 8.9 ml of benzene at 25° C., and the mixture was stirred for 5 hours. The reaction mixture was transferred into ice water and the precipitated product was extracted with benzene. From the results of analysis, it was confirmed that benzene-sulfonyl chloride and diphenylsulfone were formed in yields of 60% and 30%, respectively, based on benzene.